From a dataset of the Open Reaction Database (ORD), a public repository of structured organic reaction records. describe an organic reaction: reactants, conditions, products, and yield Reactants: C1CCOC1, N#Cc1[nH]c(C(=O)Cl)c(Cl)c1Cl, COC(=O)c1cnc(N2CCC(N)CC2)s1. The product is COC(=O)c1cnc(N2CCC(NC(=O)c3[nH]c(C#N)c(Cl)c3Cl)CC2)s1. As a reaction SMILES: [CH2:29]1[O:30][CH2:31][CH2:32][CH2:33]1.[Cl:17][c:18]1[c:19]([C:26](=[O:27])[Cl:28])[nH:20][c:21]([C:24]#[N:25])[c:22]1[Cl:23].[NH2:1][CH:2]1[CH2:3][CH2:4][N:5]([c:8]2[s:9][c:10]([C:13](=[O:14])[O:15][CH3:16])[cH:11][n:12]2)[CH2:6][CH2:7]1>>[NH:1]([CH:2]1[CH2:3][CH2:4][N:5]([c:8]2[s:9][c:10]([C:13](=[O:14])[O:15][CH3:16])[cH:11][n:12]2)[CH2:6][CH2:7]1)[C:26]([c:19]1[c:18]([Cl:17])[c:22]([Cl:23])[c:21]([C:24]#[N:25])[nH:20]1)=[O:27]. Starting materials: O (water), CC1=NOC(=C1C1=C(C=C2C(=C(C=NC2=C1)[N+](=O)[O-])NCC1=NC=CC=C1)OC)C (7-(3,5-dimethyl-4-isoxazolyl)-6-(methyloxy)-3-nitro-N-(2-pyridinylmethyl)-4-quinolinamine), [H][H] (hydrogen). Reagents/catalysts: [Pd] (palladium on carbon). The solvent is C(C)(=O)OCC (ethyl acetate), C(C)O (ethanol). Yields the product CC1=NOC(=C1C1=C(C=C2C(=C(C=NC2=C1)N)NCC1=NC=CC=C1)OC)C (7-(3,5-dimethyl-4-isoxazolyl)-6-(methyloxy)-N4-(2-pyridinylmethyl)-3,4-quinolinediamine). The yield is 88.6%. As a reaction SMILES: O.[CH3:2][C:3]1[C:7]([C:8]2[CH:17]=[C:16]3[C:11]([C:12]([NH:21][CH2:22][C:23]4[CH:28]=[CH:27][CH:26]=[CH:25][N:24]=4)=[C:13]([N+:18]([O-])=O)[CH:14]=[N:15]3)=[CH:10][C:9]=2[O:29][CH3:30])=[C:6]([CH3:31])[O:5][N:4]=1.[H][H]>[Pd].C(OCC)(=O)C.C(O)C>[CH3:2][C:3]1[C:7]([C:8]2[CH:17]=[C:16]3[C:11]([C:12]([NH:21][CH2:22][C:23]4[CH:28]=[CH:27][CH:26]=[CH:25][N:24]=4)=[C:13]([NH2:18])[CH:14]=[N:15]3)=[CH:10][C:9]=2[O:29][CH3:30])=[C:6]([CH3:31])[O:5][N:4]=1. Procedure: 10% palladium on carbon, 50% water paste, (300 mg, 20% wt) was added to a solution of 7-(3,5-dimethyl-4-isoxazolyl)-6-(methyloxy)-3-nitro-N-(2-pyridinylmethyl)-4-quinolinamine (1.5 g, 3.70 mmol) in ethyl acetate (90 ml) and ethanol (10 ml). The reaction mixture was stirred in an atmosphere of hydrogen for 3 h. The reaction mixture was filtered through Celite™. The solvent was evaporated from the filtrate. The residue was chromatographed [5% methanol/DCM] to give the title compound as a brown oil... Reactants: ClCCCl, COC(=O)C(N)CC(C)C, NCCCCC(N)C(=O)O, CN(C)C=O, On1nnc2ccccc21. Product: CC(C)CC(N)C(=O)O. RXN SMILES: [CH2:21]([Cl:22])[CH2:23][Cl:24].[CH3:25][O:26][C:27]([CH:28]([NH2:29])[CH2:30][CH:31]([CH3:32])[CH3:33])=[O:34].[NH2:1][CH2:2][CH2:3][CH2:4][CH2:5][CH:6]([C:7](=[O:8])[OH:9])[NH2:10].[O:35]=[CH:36][N:37]([CH3:38])[CH3:39].[OH:11][n:12]1[c:13]2[c:14]([cH:15][cH:16][cH:17][cH:18]2)[n:19][n:20]1>>[O:26]=[C:27]([CH:28]([NH2:29])[CH2:30][CH:31]([CH3:32])[CH3:33])[OH:34].